Dataset: the Open Reaction Database (ORD), a public repository of structured organic reaction records. Task: describe an organic reaction: reactants, conditions, products, and yield Starting materials: CC(=O)Oc1c(C)c(C)c2oc(C)c(-c3ccccc3)c2c1C, CO, [Na+], C1CCOC1, [OH-]. Yields the product Cc1oc2c(C)c(C)c(O)c(C)c2c1-c1ccccc1. As a reaction SMILES: [C:1](=[O:2])([CH3:3])[O:4][c:5]1[c:6]([CH3:23])[c:7]([CH3:22])[c:8]2[c:9]([c:10](-[c:14]3[cH:15][cH:16][cH:17][cH:18][cH:19]3)[c:11]([CH3:13])[o:12]2)[c:20]1[CH3:21].[CH3:31][OH:32].[Na+:25].[O:26]1[CH2:27][CH2:28][CH2:29][CH2:30]1.[OH-:24]>>[OH:4][c:5]1[c:6]([CH3:23])[c:7]([CH3:22])[c:8]2[c:9]([c:10](-[c:14]3[cH:15][cH:16][cH:17][cH:18][cH:19]3)[c:11]([CH3:13])[o:12]2)[c:20]1[CH3:21]. The product is CN1CCN(C2=Nc3c(O)cc(F)cc3Nc3sc4ccccc4c32)CC1. Starting materials: [Al+3], CC(S)S, [Cl-], [Cl-], [Cl-], ClCCl, COc1cc(F)cc2c1N=C(N1CCN(C)CC1)c1c(sc3ccccc13)N2. RXN SMILES: [Al+3:34].[CH:29]([SH:30])([SH:31])[CH3:32].[Cl-:33].[Cl-:35].[Cl-:36].[Cl:37][CH2:38][Cl:39].[F:1][c:2]1[cH:3][c:4]2[c:5]([c:25]([O:27][CH3:28])[cH:26]1)[N:6]=[C:7]([N:18]1[CH2:19][CH2:20][N:21]([CH3:24])[CH2:22][CH2:23]1)[c:8]1[c:9]([s:11][c:12]3[c:13]1[cH:14][cH:15][cH:16][cH:17]3)[NH:10]2>>[F:1][c:2]1[cH:3][c:4]2[c:5]([c:25]([OH:27])[cH:26]1)[N:6]=[C:7]([N:18]1[CH2:19][CH2:20][N:21]([CH3:24])[CH2:22][CH2:23]1)[c:8]1[c:9]([s:11][c:12]3[c:13]1[cH:14][cH:15][cH:16][cH:17]3)[NH:10]2.